From a dataset of the Open Reaction Database (ORD), a public repository of structured organic reaction records. describe an organic reaction: reactants, conditions, products, and yield Reactants: ClCCl (dichloromethane), BrC1=C(C(=CC=2C(=CCC(C12)(C)C)C(C)C)/C(=C(\CO)/F)/C(C)C)OCC ((2E)-3-(4-bromo-3-ethoxy-8-isopropyl-5,5-dimethyl-5,6-dihydro-naphthalen-2-yl)-2-fluoro-4-methyl-pent-2-en-1-ol), BrC1=C(C(=CC=2C(=CCC(C12)(C)C)C(C)C)/C(=C(\CO)/F)/C(C)C)OCC ((2E)-3-(4-bromo-3-ethoxy-8-isopropyl-5,5-dimethyl-5,6-dihydro-naphthalen-2-yl)-2-fluoro-4-methyl-pent-2-en-1-ol), C[N+]1(CCOCC1)[O-] (methylmorpholine N-oxide). Reagents/catalysts: [Ru](=O)(=O)(=O)[O-].C(CC)[N+](CCC)(CCC)CCC (tetrapropylammonium perruthenate). Solvent: C(C)#N (acetonitrile). Product: BrC1=C(C(=CC=2C(=CCC(C12)(C)C)C(C)C)/C(=C(\C=O)/F)/C(C)C)OCC ((2E)-3-(4-Bromo-3-ethoxy-8-isopropyl-5,5-dimethyl-5,6-dihydro-naphthalen-2-yl)-2-fluoro-4-methyl-pent-2-enal). RXN SMILES: [Br:1][C:2]1[C:11]2[C:10]([CH3:13])([CH3:12])[CH2:9][CH:8]=[C:7]([CH:14]([CH3:16])[CH3:15])[C:6]=2[CH:5]=[C:4](/[C:17](/[CH:22]([CH3:24])[CH3:23])=[C:18](/[F:21])\[CH2:19][OH:20])[C:3]=1[O:25][CH2:26][CH3:27].C[N+]1([O-])CCOCC1.ClCCl>C(#N)C.[Ru]([O-])(=O)(=O)=O.C([N+](CCC)(CCC)CCC)CC>[Br:1][C:2]1[C:11]2[C:10]([CH3:13])([CH3:12])[CH2:9][CH:8]=[C:7]([CH:14]([CH3:16])[CH3:15])[C:6]=2[CH:5]=[C:4](/[C:17](/[CH:22]([CH3:24])[CH3:23])=[C:18](/[F:21])\[CH:19]=[O:20])[C:3]=1[O:25][CH2:26][CH3:27] |f:4.5|. Reported procedure: As described in General Procedure H-1, (2E)-3-(4-bromo-3-ethoxy-8-isopropyl-5,5-dimethyl-5,6-dihydro-naphthalen-2-yl)-2-fluoro-4-methyl-pent-2-en-1-ol (Compound A-138, 140 mg, 0.32 mmol), tetrapropylammonium perruthenate (10 mg, 0.028 mmol) and 4 methylmorpholine N-oxide (94 mg, 0.80 mmol) were reacted in acetonitrile and dichloromethane to give the title compound as a white solid after purification by flash column chromatography (silica gel, 5% ethyl acetate in hexane). The reactants are BrC=1N=C(N(C1C=O)COCC[Si](C)(C)C)C (4-Bromo-2-methyl-1-((2-(trimethylsilyl)ethoxy)methyl)imidazole-5-carbaldehyde), Cl (hydrochloric acid). Solvent: C(C)O (ethanol). The product is BrC1=C(N=C(N1)C)C=O (5-bromo-2-methylimidazole-4-carbaldehyde). Yield: 83.7%. Reaction SMILES: [Br:1][C:2]1[N:3]=[C:4]([CH3:17])[N:5](COCC[Si](C)(C)C)[C:6]=1[CH:7]=[O:8].Cl>C(O)C>[Br:1][C:2]1[NH:3][C:4]([CH3:17])=[N:5][C:6]=1[CH:7]=[O:8]. Reported procedure: 4-Bromo-2-methyl-1-((2-(trimethylsilyl)ethoxy)methyl)imidazole-5-carbaldehyde (18.5 g) was dissolved in ethanol (80 ml) and 6N hydrochloric acid (80 ml) was added. The mixture was refluxed under heating for 1 hr. The solvent was evaporated under reduced pressure and saturated aqueous sodium hydrogencarbonate solution was added under ice-cooling until the mixture assumed weak alkalinity. The precipitated crystals were collected by filtration, and the crystals were washed with methanol and heat-dr...